This data is from the Open Reaction Database (ORD), a public repository of structured organic reaction records. The task is: describe an organic reaction: reactants, conditions, products, and yield The reactants are COC1=C(N)C=C(C=C1)OC (2,5-dimethoxyaniline), COC1=CC=C(C(=O)Cl)C=C1 (4-methoxybenzoyl chloride). The product is OC1=CC=C(C=C1)C=1OC2=C(N1)C=C(C=C2)O (2-(4-Hydroxyphenyl)-1,3-benzoxazol-5-ol). As a reaction SMILES: [CH3:1][O:2][C:3]1[CH:9]=[CH:8][C:7]([O:10]C)=[CH:6][C:4]=1[NH2:5].C[O:13][C:14]1[CH:22]=[CH:21][C:17](C(Cl)=O)=[CH:16][CH:15]=1>>[OH:13][C:14]1[CH:22]=[CH:21][C:17]([C:1]2[O:2][C:3]3[CH:9]=[CH:8][C:7]([OH:10])=[CH:6][C:4]=3[N:5]=2)=[CH:16][CH:15]=1. Procedure details: The title compound was prepared in substantially the same manner as described in Example 1, from 2,5-dimethoxyaniline, and 4-methoxybenzoyl chloride and was obtained as a light yellow solid, m.p. 264-267° C.; MS male 228 (M+H)+.